This data is from the Open Reaction Database (ORD), a public repository of structured organic reaction records. The task is: describe an organic reaction: reactants, conditions, products, and yield Reaction conditions: time 6 hour. Reported procedure: To a solution of alcohol 103 (9.9 g, 14.88 mmol) in pyridine (36 mL) was added benzoyl chloride (1.9 mL, 16.37 mmol) at room temperature. The mixture was stirred at room temperature for 6 hours. The mixture was washed with aq. saturated NaHCO3 solution. The organic layer was dried over MgSO4, filtered, and concentrated in vacuo. The residue was purified by silica gel column chromatography to provide the mixture of anomers of the title compound (10.5 g). The anomeric mixture of 104 was recrystall... Run in N1=CC=CC=C1 (pyridine). Reaction SMILES: [Cl:1][C:2]1[CH:7]=[CH:6][C:5]([CH:8]2[C@H:13]([O:14][CH2:15][C:16]3[CH:21]=[CH:20][CH:19]=[CH:18][CH:17]=3)[C@@H:12]([O:22][CH2:23][C:24]3[CH:29]=[CH:28][CH:27]=[CH:26][CH:25]=3)[C@H:11]([O:30][CH2:31][C:32]3[CH:37]=[CH:36][CH:35]=[CH:34][CH:33]=3)[C@@H:10]([CH2:38][O:39][CH2:40][C:41]3[CH:46]=[CH:45][CH:44]=[CH:43][CH:42]=3)[O:9]2)=[CH:4][C:3]=1[CH2:47][OH:48].[C:49](Cl)(=[O:56])[C:50]1[CH:55]=[CH:54][CH:53]=[CH:52][CH:51]=1>N1C=CC=CC=1>[C:49]([O:48][CH2:47][C:3]1[CH:4]=[C:5]([C@H:8]2[C@H:13]([O:14][CH2:15][C:16]3[CH:17]=[CH:18][CH:19]=[CH:20][CH:21]=3)[C@@H:12]([O:22][CH2:23][C:24]3[CH:29]=[CH:28][CH:27]=[CH:26][CH:25]=3)[C@H:11]([O:30][CH2:31][C:32]3[CH:33]=[CH:34][CH:35]=[CH:36][CH:37]=3)[C@@H:10]([CH2:38][O:39][CH2:40][C:41]3[CH:42]=[CH:43][CH:44]=[CH:45][CH:46]=3)[O:9]2)[CH:6]=[CH:7][C:2]=1[Cl:1])(=[O:56])[C:50]1[CH:55]=[CH:54][CH:53]=[CH:52][CH:51]=1. Reactants: ClC1=C(C=C(C=C1)C1O[C@@H]([C@H]([C@@H]([C@H]1OCC1=CC=CC=C1)OCC1=CC=CC=C1)OCC1=CC=CC=C1)COCC1=CC=CC=C1)CO ((2-Chloro-5-((3S,4R,5R,6R)-3,4,5-tris(benzyloxy)-6-(benzyloxymethyl)tetrahydro-2H-pyran-2-yl)phenyl)methanol), C(C1=CC=CC=C1)(=O)Cl (benzoyl chloride). The product is C(C1=CC=CC=C1)(=O)OCC1=C(C=CC(=C1)[C@@H]1O[C@@H]([C@H]([C@@H]([C@H]1OCC1=CC=CC=C1)OCC1=CC=CC=C1)OCC1=CC=CC=C1)COCC1=CC=CC=C1)Cl (2-Chloro-5-((2S,3S,4R,5R,6R)-3,4,5-tris(benzyloxy)-6-(benzyloxymethyl)tetrahydro-2H-pyran-2-yl)benzyl benzoate). The yield is 91.7%.